This data is from the Open Reaction Database (ORD), a public repository of structured organic reaction records. The task is: describe an organic reaction: reactants, conditions, products, and yield The reactants are ClCC(=O)Cl (monochloroacetyl chloride), NC1=NNC(=C1)C(C)(C)C (3-Amino-5-t-butylpyrazole), O (water). Run in C1=CC=CC=C1 (benzene). Product: C(C)(C)(C)C1=CC(=NN1)NC(CCl)=O (5-t-butyl-3-monochloroacetylaminopyrazole). The yield is 71.9%. As a reaction SMILES: [NH2:1][C:2]1[CH:6]=[C:5]([C:7]([CH3:10])([CH3:9])[CH3:8])[NH:4][N:3]=1.[Cl:11][CH2:12][C:13](Cl)=[O:14].O>C1C=CC=CC=1>[C:7]([C:5]1[NH:4][N:3]=[C:2]([NH:1][C:13](=[O:14])[CH2:12][Cl:11])[CH:6]=1)([CH3:10])([CH3:9])[CH3:8]. Procedure details: 28 g (0.2 mole) of 3-amino-5-t-butylpyrazole prepared in Example 1 as dissolved in 200 ml of benzene, and 23 g of monochloroacetyl chloride was added dropwise thereto at 30° to 40° C. while cooling with water. After completion of the dropwise addition, the mixture was further allowed to react under reflux conditions for 5 hours. Thereafter, the resulting product was cooled and stirred whereby crystals were precipitated. The crystals were collected by filtration and washed with water and benzene ... The reactants are C(C1=CC=CC=C1)OC(CCNC(CCCNC(C1=CC=C(C=C1)C(NC(=O)OCC1=CC=CC=C1)=N)=O)=O)=O (N-[4-[p-[N-(benzyloxycarbonyl)amidino]benzamido]-butyryl]-β-alanine benzyl ester). The reagents and catalysts are [Pd] (Pd/C). Solvent: C(C)(=O)O (acetic acid). The product is C(N)(=N)C1=CC=C(C(=O)NCCCC(=O)NCCC(=O)O)C=C1 (N-[4-(p-amidinobenzamido)butyryl]-β-alanine). Yield: 79.4%. RXN SMILES: C([O:8][C:9](=[O:40])[CH2:10][CH2:11][NH:12][C:13](=[O:39])[CH2:14][CH2:15][CH2:16][NH:17][C:18](=[O:38])[C:19]1[CH:24]=[CH:23][C:22]([C:25](=[NH:37])[NH:26]C(OCC2C=CC=CC=2)=O)=[CH:21][CH:20]=1)C1C=CC=CC=1>C(O)(=O)C.[Pd]>[C:25]([C:22]1[CH:21]=[CH:20][C:19]([C:18]([NH:17][CH2:16][CH2:15][CH2:14][C:13]([NH:12][CH2:11][CH2:10][C:9]([OH:40])=[O:8])=[O:39])=[O:38])=[CH:24][CH:23]=1)(=[NH:26])[NH2:37]. Reported procedure: 512 mg of N-[4-[p-[N-(benzyloxycarbonyl)amidino]benzamido]-butyryl]-β-alanine benzyl ester and 170 mg of Pd/C in 10 ml of acetic acid were stirred under hydrogen. The catalyst was filtered off and the filtrate was evaporated. The residue was dissolved in water and the solution was evaporated. The residue was suspended in water, adjusted to pH 7 using ammonia, filtered with suction, washed with water and dried. 239 mg of N-[4-(p-amidinobenzamido)butyryl]-β-alanine, m.p. >250° C., MS: 321 (12, M+H... The reactants are COC(=O)c1cc(Br)cc(NC2CCOCC2)c1C, Cl, [Na+], [OH-], O=C(O)C(F)F. Yields the product COC(=O)c1cc(Br)cc(N(CC(F)F)C2CCOCC2)c1C. Reaction SMILES: [Br:1][c:2]1[cH:3][c:4]([NH:13][CH:14]2[CH2:15][CH2:16][O:17][CH2:18][CH2:19]2)[c:5]([CH3:12])[c:6]([C:7](=[O:8])[O:9][CH3:10])[cH:11]1.[ClH:22].[Na+:21].[OH-:20].[OH:23][C:24](=[O:25])[CH:26]([F:27])[F:28]>>[Br:1][c:2]1[cH:3][c:4]([N:13]([CH:14]2[CH2:15][CH2:16][O:17][CH2:18][CH2:19]2)[CH2:24][CH:26]([F:27])[F:28])[c:5]([CH3:12])[c:6]([C:7](=[O:8])[O:9][CH3:10])[cH:11]1.